Dataset: the Open Reaction Database (ORD), a public repository of structured organic reaction records. Task: describe an organic reaction: reactants, conditions, products, and yield The reactants are COC(=O)c1ccc(C(=O)N2CCN(c3ncccc3N)CC2)nc1, CO, O. Product: Nc1cccnc1N1CCN(C(=O)c2ccc(C(=O)O)cn2)CC1. RXN SMILES: [CH3:1][O:2][C:3]([c:4]1[cH:5][n:6][c:7]([C:10](=[O:11])[N:12]2[CH2:13][CH2:14][N:15]([c:18]3[n:19][cH:20][cH:21][cH:22][c:23]3[NH2:24])[CH2:16][CH2:17]2)[cH:8][cH:9]1)=[O:25].[CH3:27][OH:28].[OH2:26]>>[O:2]=[C:3]([c:4]1[cH:5][n:6][c:7]([C:10](=[O:11])[N:12]2[CH2:13][CH2:14][N:15]([c:18]3[n:19][cH:20][cH:21][cH:22][c:23]3[NH2:24])[CH2:16][CH2:17]2)[cH:8][cH:9]1)[OH:25].